This data is from the Open Reaction Database (ORD), a public repository of structured organic reaction records. The task is: describe an organic reaction: reactants, conditions, products, and yield The reactants are [Cl-], O=[N+]([O-])c1c(F)cccc1F, [H-], Nc1cccc([N+](=O)[O-])c1, [NH4+], [Na+], CN(C)C=O. Yields the product O=[N+]([O-])c1cccc(Nc2cccc(F)c2[N+](=O)[O-])c1. RXN SMILES: [Cl-:24].[F:13][c:14]1[c:15]([N+:21](=[O:22])[O-:23])[c:16]([F:20])[cH:17][cH:18][cH:19]1.[H-:12].[N+:1](=[O:2])([O-:3])[c:4]1[cH:5][c:6]([NH2:10])[cH:7][cH:8][cH:9]1.[NH4+:25].[Na+:11].[O:26]=[CH:27][N:28]([CH3:29])[CH3:30]>>[N+:1](=[O:2])([O-:3])[c:4]1[cH:5][c:6]([NH:10][c:16]2[c:15]([N+:21](=[O:22])[O-:23])[c:14]([F:13])[cH:19][cH:18][cH:17]2)[cH:7][cH:8][cH:9]1. Reactants: C(C1=CC=CC=C1)OC1=CC=C2C3=C1O[C@@H]1[C@]34CCN([C@@H]([C@@]43C[C@H]4[C@]1(OCO[C@]4(C)C(C)(C)C)CC3)C2)CC2CC2 ((4bS,8R,8aS,9aR,10S,13aR,13bR)-1-benzyloxy-10-tert-butyl-7-cyclopropylmethyl-5,6,7,8,9,9a,10,13b-octahydro-10-methyl-8a,13a-ethano-4,8-methanobenzofuro[3,2-e][1,3]dioxino[4,5-g]isoquinoline), CI (methyl iodide), C(C1=CC=CC=C1)Br (benzyl bromide), compound 22, C(C)(C)(C)[C@]1(OCO[C@@]23[C@H]4[C@@]56CCN([C@@H]([C@]5(C[C@@H]21)CC3)CC3=CC=C(C(=C36)O4)O)CC4CC4)C ((4bS,8R,8aS,9aR,10S,13aR,13bR)-10-tert-butyl-7-cyclopropylmethyl-5,6,7,8,9,9a,10,13b-octahydro-10-methyl-8a,13a-ethano-4,8-methanobenzofuro[3,2-e][1,3]dioxino[4,5-g]isoquinolin-1-ol). Product: C(C)(C)(C)[C@]1(OCO[C@@]23[C@H]4[C@@]56CCN([C@@H]([C@@]5(C[C@@H]21)CC3)CC3=CC=C(C(=C36)O4)OC)C)C ((4bS,8R,8aR,9aR,10S,13aR,13bR)-10-tert-butyl-5,6,7,8,9,9a,10,13b-octahydro-1-methoxy-7,10-dimethyl-8a,13a-ethano-4,8-methanobenzofuro[3,2-e][1,3]dioxino[4,5-g]isoquinoline). Isolated yield 81.3%. Reaction SMILES: [CH2:1]([O:8][C:9]1[C:14]2[O:15][C@H:16]3[C@@:25]45[CH2:35][CH2:36][C@:22]6([CH2:23][C@@H:24]4[C@:29]([C:31]([CH3:34])([CH3:33])[CH3:32])([CH3:30])[O:28][CH2:27][O:26]5)[C@@:17]43[CH2:18][CH2:19][N:20]([CH2:38]C3CC3)[C@@H:21]6[CH2:37][C:12]([C:13]=24)=[CH:11][CH:10]=1)C1C=CC=CC=1.CI.C(Br)C1C=CC=CC=1.C([C@]1(C)[C@@H]2[C@@]3(CC[C@]4(C2)[C@@]25C6C(=CC=C(O)C=6O[C@@H]32)C[C@H]4N(CC2CC2)CC5)OCO1)(C)(C)C>>[C:31]([C@:29]1([CH3:30])[C@@H:24]2[C@@:25]3([CH2:35][CH2:36][C@@:22]4([CH2:23]2)[C@@:17]25[C:13]6[C:12](=[CH:11][CH:10]=[C:9]([O:8][CH3:1])[C:14]=6[O:15][C@@H:16]32)[CH2:37][C@H:21]4[N:20]([CH3:38])[CH2:19][CH2:18]5)[O:26][CH2:27][O:28]1)([CH3:34])([CH3:32])[CH3:33]. Procedure: The title compound 23 was synthesized similar to the procedure described in Example 5 for preparing compound 7 using methyl iodide rather than benzyl bromide and compound 22 rather than compound 3. After column chromatography, 168 mg (81.3% yield) of compound 23 was isolated in a purity of >99% as a white solid.